Dataset: the Open Reaction Database (ORD), a public repository of structured organic reaction records. Task: describe an organic reaction: reactants, conditions, products, and yield The reactants are C(C(O)C1=CC=CC=C1)(=O)O.N[C@@H]1[C@@H](NCCC1)C1=CC=CC=C1 ((+)-(2S,3S)-3-amino-2-phenylpiperidine mandelate salt), C(Cl)Cl (CH2Cl2), 1L, [OH-].[Na+] (NaOH). Solvent: O (water). The product is N[C@@H]1[C@@H](NCCC1)C1=CC=CC=C1 ((+)-(2S,3S)-3-Amino-2-phenylpiperidine). The yield is 69.6%. RXN SMILES: C(O)(=O)C(C1C=CC=CC=1)O.[NH2:12][C@H:13]1[CH2:18][CH2:17][CH2:16][NH:15][C@H:14]1[C:19]1[CH:24]=[CH:23][CH:22]=[CH:21][CH:20]=1.C(Cl)Cl.[OH-].[Na+]>O>[NH2:12][C@H:13]1[CH2:18][CH2:17][CH2:16][NH:15][C@H:14]1[C:19]1[CH:24]=[CH:23][CH:22]=[CH:21][CH:20]=1 |f:0.1,3.4|. Procedure: A magnetically stirred 1L erlenmeyer flask was charged with 20 grams (0.06 mol.) of the (+)-(2S,3S)-3-amino-2-phenylpiperidine mandelate salt (1 equivalent), 200 ml CH2Cl2 (10 vol.) and 200 ml of water (10 vol.). The pH of this slurry was adjusted from 5.1 to a stable 12 with 25% NaOH. The layers were separated and the aqueous layer was extracted once with 200 ml of CH2Cl2. The combined organic extracts were treated with 1 gram (5% by wt.) of Darco® G-60 for 15 minutes then dried with MgSO4 for ... Reactants: O=C(CBr)Nc1ccc(Cl)cn1, CC#N, COCCOc1cc2cc(C(=O)NC3CCN(C(C)C)CC3)[nH]c2cn1, Cl, CN(C)C=O, O. The product is COCCOc1cc2cc(C(=O)NC3CCN(C(C)C)CC3)n(CC(=O)Nc3ccc(Cl)cn3)c2cn1. As a reaction SMILES: [Br:32][CH2:33][C:34](=[O:35])[NH:36][c:37]1[n:38][cH:39][c:40]([Cl:43])[cH:41][cH:42]1.[CH3:46][C:47]#[N:48].[CH:1]([CH3:2])([CH3:3])[N:4]1[CH2:5][CH2:6][CH:7]([NH:10][C:11](=[O:12])[c:13]2[cH:14][c:15]3[c:16]([cH:17][n:18][c:19]([O:21][CH2:22][CH2:23][O:24][CH3:25])[cH:20]3)[nH:26]2)[CH2:8][CH2:9]1.[ClH:44].[O:27]=[CH:28][N:29]([CH3:30])[CH3:31].[OH2:45]>>[CH:1]([CH3:2])([CH3:3])[N:4]1[CH2:5][CH2:6][CH:7]([NH:10][C:11](=[O:12])[c:13]2[cH:14][c:15]3[c:16]([cH:17][n:18][c:19]([O:21][CH2:22][CH2:23][O:24][CH3:25])[cH:20]3)[n:26]2[CH2:33][C:34](=[O:35])[NH:36][c:37]2[n:38][cH:39][c:40]([Cl:43])[cH:41][cH:42]2)[CH2:8][CH2:9]1. Reactants: CCC(CC)(c1ccc(O)c(C)c1)c1ccc(C#CC2(O)CCCCCC2)c(C)c1, COCCO[Al+]OCCOC, CCOC(C)=O, [H-], [H-], [Na+], C1CCOC1. Product: CCC(CC)(c1ccc(O)c(C)c1)c1ccc(C=CC2(O)CCCCCC2)c(C)c1. RXN SMILES: [CH2:15]([CH3:16])[C:17]([CH2:18][CH3:19])([c:20]1[cH:21][c:22]([CH3:27])[c:23]([OH:26])[cH:24][cH:25]1)[c:28]1[cH:29][c:30]([CH3:44])[c:31]([C:34]#[C:35][C:36]2([OH:43])[CH2:37][CH2:38][CH2:39][CH2:40][CH2:41][CH2:42]2)[cH:32][cH:33]1.[CH3:2][O:3][CH2:4][CH2:5][O:6][Al+:7][O:8][CH2:9][CH2:10][O:11][CH3:12].[CH3:45][CH2:46][O:47][C:48](=[O:49])[CH3:50].[H-:14].[H-:1].[Na+:13].[O:51]1[CH2:52][CH2:53][CH2:54][CH2:55]1>>[CH2:15]([CH3:16])[C:17]([CH2:18][CH3:19])([c:20]1[cH:21][c:22]([CH3:27])[c:23]([OH:26])[cH:24][cH:25]1)[c:28]1[cH:29][c:30]([CH3:44])[c:31]([CH:34]=[CH:35][C:36]2([OH:43])[CH2:37][CH2:38][CH2:39][CH2:40][CH2:41][CH2:42]2)[cH:32][cH:33]1. Starting materials: NC1=C(C(=C(C(=N1)OCC1=CC(=NC=C1)C(=O)NC)C#N)C1=CC=C(C=C1)F)C#N (4-({[6-amino-3,5-dicyano-4-(4-fluorophenyl)pyridin-2-yl]oxy}methyl)-N-methylpyridine-2-carboxamide), Cl (hydrochloric acid), N(=O)[O-].[Na+] (sodium nitrite). Run in O (water). Reaction conditions: time 1 hour. The product is ClC1=C(C(=C(C(=N1)OCC1=CC(=NC=C1)C(=O)NC)C#N)C1=CC=C(C=C1)F)C#N (4-({[6-Chloro-3,5-dicyano-4-(4-fluorophenyl)pyridin-2-yl]oxy}methyl)-N-methylpyridine-2-carboxamide). RXN SMILES: N[C:2]1[N:7]=[C:6]([O:8][CH2:9][C:10]2[CH:15]=[CH:14][N:13]=[C:12]([C:16]([NH:18][CH3:19])=[O:17])[CH:11]=2)[C:5]([C:20]#[N:21])=[C:4]([C:22]2[CH:27]=[CH:26][C:25]([F:28])=[CH:24][CH:23]=2)[C:3]=1[C:29]#[N:30].[ClH:31].N([O-])=O.[Na+]>O>[Cl:31][C:2]1[N:7]=[C:6]([O:8][CH2:9][C:10]2[CH:15]=[CH:14][N:13]=[C:12]([C:16]([NH:18][CH3:19])=[O:17])[CH:11]=2)[C:5]([C:20]#[N:21])=[C:4]([C:22]2[CH:27]=[CH:26][C:25]([F:28])=[CH:24][CH:23]=2)[C:3]=1[C:29]#[N:30] |f:2.3|. Procedure details: 500 mg (1.24 mmol) of 4-({[6-amino-3,5-dicyano-4-(4-fluorophenyl)pyridin-2-yl]oxy}methyl)-N-methylpyridine-2-carboxamide (Example 21) were suspended in ice-cooled conc. hydrochloric acid. 257 mg (3.73 mmol) of sodium nitrite were added in portions, and the reaction mixture was then warmed to RT and stirred at RT for 1 h. 25 ml of water were added, and the reaction mixture was extracted three times with dichloromethane. The combined organic phases were washed three times with saturated aqueous so... Reactants: C(C)(C)(C)OC(NC1CCCC2=CC(=CC=C12)CO)=O ((6-hydroxymethyl-1,2,3,4-tetrahydro-naphthalen-1-yl)-carbamic acid tert-butyl ester). Reagents/catalysts: O=[Mn]=O (MnO2). Run in C(Cl)Cl (CH2Cl2). Conditions: time 18 hour. Yields the product C(C)(C)(C)OC(NC1CCCC2=CC(=CC=C12)C=O)=O ((6-formyl-1,2,3,4-tetrahydro-naphthalen-1-yl)-carbamic acid tert-butyl Ester). As a reaction SMILES: [C:1]([O:5][C:6](=[O:20])[NH:7][CH:8]1[C:17]2[C:12](=[CH:13][C:14]([CH2:18][OH:19])=[CH:15][CH:16]=2)[CH2:11][CH2:10][CH2:9]1)([CH3:4])([CH3:3])[CH3:2]>C(Cl)Cl.O=[Mn]=O>[C:1]([O:5][C:6](=[O:20])[NH:7][CH:8]1[C:17]2[C:12](=[CH:13][C:14]([CH:18]=[O:19])=[CH:15][CH:16]=2)[CH2:11][CH2:10][CH2:9]1)([CH3:4])([CH3:2])[CH3:3]. Procedure: To a solution of (6-hydroxymethyl-1,2,3,4-tetrahydro-naphthalen-1-yl)-carbamic acid tert-butyl ester (3.1 g, 11.18 mmol) in CH2Cl2 (30 mL) was added MnO2 (4.85 g, 55.9 mmol). The resulting mixture was stirred at RT under N2 gas for 18 h. Solvent was separated from MnO2 by passing through the Celite®. Solvent was evaporated in vacuo to give the final product. MS m/z: 276.5 (M+H). Calc'd. for C16H21NO3-275.34. Starting materials: CCCCOCCOc1ccc(-c2ccc3c(c2)C=C(C(=O)Nc2ccc(SCc4nccn4CCCC(=O)OCC)cc2)CCN3CC(C)C)cc1, ClCCl, [Na+], [Na+], O=C(OO)c1cccc(Cl)c1, O=S([O-])([O-])=S. Product: CCCCOCCOc1ccc(-c2ccc3c(c2)C=C(C(=O)Nc2ccc(S(=O)Cc4nccn4CCCC(=O)OCC)cc2)CCN3CC(C)C)cc1. Reaction SMILES: [CH2:1]([CH2:2][CH2:3][CH3:4])[O:5][CH2:6][CH2:7][O:8][c:9]1[cH:10][cH:11][c:12](-[c:15]2[cH:16][cH:17][c:18]3[c:19]([cH:53]2)[CH:20]=[C:21]([C:29](=[O:30])[NH:31][c:32]2[cH:33][cH:34][c:35]([S:38][CH2:39][c:40]4[n:41]([CH2:45][CH2:46][CH2:47][C:48](=[O:49])[O:50][CH2:51][CH3:52])[cH:42][cH:43][n:44]4)[cH:36][cH:37]2)[CH2:22][CH2:23][N:24]3[CH2:25][CH:26]([CH3:27])[CH3:28])[cH:13][cH:14]1.[Cl:72][CH2:73][Cl:74].[Na+:70].[Na+:71].[OH:54][O:55][C:56]([c:57]1[cH:58][c:59]([Cl:60])[cH:61][cH:62][cH:63]1)=[O:64].[S:65]([O-:66])([O-:67])(=[O:68])=[S:69]>>[CH2:1]([CH2:2][CH2:3][CH3:4])[O:5][CH2:6][CH2:7][O:8][c:9]1[cH:10][cH:11][c:12](-[c:15]2[cH:16][cH:17][c:18]3[c:19]([cH:53]2)[CH:20]=[C:21]([C:29](=[O:30])[NH:31][c:32]2[cH:33][cH:34][c:35]([S:38]([CH2:39][c:40]4[n:41]([CH2:45][CH2:46][CH2:47][C:48](=[O:49])[O:50][CH2:51][CH3:52])[cH:42][cH:43][n:44]4)=[O:54])[cH:36][cH:37]2)[CH2:22][CH2:23][N:24]3[CH2:25][CH:26]([CH3:27])[CH3:28])[cH:13][cH:14]1. Reactants: N(=N\C(=O)OC(C)(C)C)/C(=O)OC(C)(C)C ((E)-di-tert-butyl diazene-1,2-dicarboxylate), COC1=C(CN(S(=O)(=O)C2=CC3=C(NC(O3)=O)C=C2F)C2=NC=NS2)C=CC(=C1)OC (N-(2,4-Dimethoxybenzyl)-5-fluoro-2-oxo-N-(1,2,4-thiadiazol-5-yl)-2,3-dihydro-1,3-benzoxazole-6-sulfonamide), ClC=1N=CC2=C(C=CC=C2C1)CO ((3-chloroisoquinolin-8-yl)methanol), C1(=CC=CC=C1)P(C1=CC=CC=C1)C1=CC=CC=C1 (triphenylphosphine). Solvent: C1CCOC1 (THF). Conditions: temperature 0 celsius, time 2 hour. Product: ClC=1N=CC2=C(C=CC=C2C1)CN1C(OC2=C1C=C(C(=C2)S(=O)(=O)NC2=NC=NS2)F)=O (3-((3-Chloroisoquinolin-8-yl)methyl)-5-fluoro-2-oxo-N-(1,2,4-thiadiazol-5-yl)-2,3-dihydrobenzo[d]oxazole-6-sulfonamide). RXN SMILES: COC1C=C(OC)C=CC=1C[N:6]([C:21]1[S:25][N:24]=[CH:23][N:22]=1)[S:7]([C:10]1[C:19]([F:20])=[CH:18][C:13]2[NH:14][C:15](=[O:17])[O:16][C:12]=2[CH:11]=1)(=[O:9])=[O:8].[Cl:32][C:33]1[N:34]=[CH:35][C:36]2[C:41]([CH:42]=1)=[CH:40][CH:39]=[CH:38][C:37]=2[CH2:43]O.C1(P(C2C=CC=CC=2)C2C=CC=CC=2)C=CC=CC=1.N(/C(OC(C)(C)C)=O)=N\C(OC(C)(C)C)=O>C1COCC1>[Cl:32][C:33]1[N:34]=[CH:35][C:36]2[C:41]([CH:42]=1)=[CH:40][CH:39]=[CH:38][C:37]=2[CH2:43][N:14]1[C:13]2[CH:18]=[C:19]([F:20])[C:10]([S:7]([NH:6][C:21]3[S:25][N:24]=[CH:23][N:22]=3)(=[O:9])=[O:8])=[CH:11][C:12]=2[O:16][C:15]1=[O:17]. Procedure details: A solution of N-(2,4-dimethoxybenzyl)-5-fluoro-2-oxo-N-(1,2,4-thiadiazol-5-yl)-2,3-dihydrobenzo[d]oxazole-6-sulfonamide (11-3) and (3-chloroisoquinolin-8-yl)methanol in THF (697 μl) at 0° C. was treated with ps-triphenylphosphine (73.1 mg, 0.279 mmol) (152 mg resin-bound PPh3, 1.84 mmol PPh3/g of resin), then (E)-di-tert-butyl diazene-1,2-dicarboxylate (64.2 mg, 0.279 mmol). Reaction mixtured was monitored at 0° C. After stirring at 0° C. for 2 h, the reaction was filtered and concentrated in va...